Task: describe an organic reaction: reactants, conditions, products, and yield. Dataset: the Open Reaction Database (ORD), a public repository of structured organic reaction records Reactants: CCC12CCC3c4ccc(OC)cc4CCC3C1CCC2=O, CN(C)C(OC(C)(C)C)N(C)C, CCO. Product: CCC12CCC3c4ccc(OC)cc4CCC3C1CC(=CN(C)C)C2=O. RXN SMILES: [CH3:1][O:2][c:3]1[cH:4][c:5]2[c:19]([cH:20][cH:21]1)[CH:18]1[CH:8]([CH2:7][CH2:6]2)[CH:9]2[CH2:10][CH2:11][C:12](=[O:22])[C:13]2([CH2:14][CH3:15])[CH2:16][CH2:17]1.[CH3:23][N:24]([CH3:25])[CH:26]([N:27]([CH3:28])[CH3:29])[O:30][C:31]([CH3:32])([CH3:33])[CH3:34].[CH3:35][CH2:36][OH:37]>>[CH3:1][O:2][c:3]1[cH:4][c:5]2[c:19]([cH:20][cH:21]1)[CH:18]1[CH:8]([CH2:7][CH2:6]2)[CH:9]2[CH2:10][C:11](=[CH:26][N:24]([CH3:23])[CH3:25])[C:12](=[O:22])[C:13]2([CH2:14][CH3:15])[CH2:16][CH2:17]1. Starting materials: CC(=O)Cl, ClCCl, O=C1C(c2ccccc2)=CC2CCCC12. Yields the product CC(=O)c1ccc(C2=CC3CCCC3C2=O)cc1. RXN SMILES: [CH3:1][C:2]([Cl:3])=[O:4].[Cl:20][CH2:21][Cl:22].[c:5]1([C:11]2=[CH:18][CH:17]3[CH:13]([C:12]2=[O:19])[CH2:14][CH2:15][CH2:16]3)[cH:6][cH:7][cH:8][cH:9][cH:10]1>>[CH3:1][C:2](=[O:4])[c:8]1[cH:7][cH:6][c:5]([C:11]2=[CH:18][CH:17]3[CH:13]([C:12]2=[O:19])[CH2:14][CH2:15][CH2:16]3)[cH:10][cH:9]1. Reactants: C(C)(C)(C)OC(=O)N[C@H](CS(=O)(=O)CC=1C=NC2=CC=CC=C2C1)[C@@H](C)OC ((2S,3R)-2-(N-t-butoxycarbonylamino)-3-methoxy-1-(3-quinolylmethanesulfonyl)butane), Cl (hydrogen chloride). Run in O1CCOCC1 (dioxan). The product is Cl.Cl.N[C@H](CS(=O)(=O)CC=1C=NC2=CC=CC=C2C1)[C@@H](C)OC ((2S,3R)-2-Amino-3-methoxy-1-(3-quinolylmethanesulfonyl)butane dihydrochloride). Reaction SMILES: C(OC([NH:8][C@@H:9]([C@H:25]([O:27][CH3:28])[CH3:26])[CH2:10][S:11]([CH2:14][C:15]1[CH:16]=[N:17][C:18]2[C:23]([CH:24]=1)=[CH:22][CH:21]=[CH:20][CH:19]=2)(=[O:13])=[O:12])=O)(C)(C)C.[ClH:29]>O1CCOCC1>[ClH:29].[ClH:29].[NH2:8][C@@H:9]([C@H:25]([O:27][CH3:28])[CH3:26])[CH2:10][S:11]([CH2:14][C:15]1[CH:16]=[N:17][C:18]2[C:23]([CH:24]=1)=[CH:22][CH:21]=[CH:20][CH:19]=2)(=[O:12])=[O:13] |f:3.4.5|. Procedure details: A stirred solution of (2S,3R)-2-(N-t-butoxycarbonylamino)-3-methoxy-1-(3-quinolylmethanesulfonyl)butane (1 g) in MDC (10 ml) at rt was treated with 4M hydrogen chloride in dioxan (10 ml). After 1 h the mixture was evaporated to give the subtitle compound (0.93 g). MS (APCI+ve ion) 309 (MH+), 1H NMR δ(DMSO-d6) 9.04 (1H, m), 8.71 (1H, s), 8.3 (3H, broad s), 8.2 (2H, m), 7.91 (1H, t, J=8 Hz), 7.78 (1H, t, J=8 Hz), 5.08 (2H, m), 3.3–3.88 (4H, m), 3.31 (3H,s), 1.7 (2H, m), 1.19 (3H, d,J=6.3 Hz), Reactants: CC=1NC=CC(C1O)=O (2-methyl-3-hydroxypyridine-4(1H)-one), CC1(OCC(O1)CO)C (solketal), CC=1NC=CC(C1O)=O (2-methyl-3-hydroxypyridine-4(1H)-one), CC1(OCC(O1)CO)C (solketal), CC=1NC=CC(C1OCC1=CC=CC=C1)=O (2-methyl-3-benzyloxypyridine-4(1H)-one). Run in OCC(O)CO (glycerol), OCC(O)CO (glycerol). The product is C(C(O)CO)N1C(=C(C(C=C1)=O)O)C (1-glyceryl-2-methyl-3-hydroxypyridine-4(1H)-one). The yield is 90.0%. As a reaction SMILES: [CH3:1][C:2]1[NH:3][CH:4]=[CH:5][C:6](=[O:9])[C:7]=1[OH:8].CC1(C)[O:15][CH:14]([CH2:16]O)[CH2:13][O:12]1.CC1NC=CC(=O)C=1OCC1C=CC=CC=1>OCC(CO)O>[CH2:16]([N:3]1[CH:4]=[CH:5][C:6](=[O:9])[C:7]([OH:8])=[C:2]1[CH3:1])[CH:14]([CH2:13][OH:12])[OH:15]. Procedure details: The 2-methyl-3-hydroxypyridine-4(1H)-one of glycerol is prepared starting from the 2-methyl-3-hydroxypyridine-4(1H)-one of solketal according to the method described in example 15. The extraction and purification protocol is the following: filtration of the catalyst, addition of water, followed by elimination of the organic solvent, lyophilization, retake-up of the residue by an organic solvent, neutralization using Dowex OH− resin, filtration, and finally evaporation of the solvent. Starting fr... Starting materials: OCCCCCCCCCCCCCCCCCCCCC1=C(C=C(C(=C1O)OC)OC)C (6-(20-hydroxyeicosyl)-2,3-dimethoxy-5-methylphenol), N([O])(S(=O)(=O)[O-])S(=O)(=O)[O-].[K+].[K+] (potassium nitrosodisulfonate), O (water), P(=O)([O-])(O)O.[K+] (monopotassium phosphate). Run in CN(C=O)C (dimethylformamide), CO (methanol). Reaction conditions: time 45 day. Product: OCCCCCCCCCCCCCCCCCCCCC1=C(C(C(=C(C1=O)OC)OC)=O)C (6-(20-hydroxyeicosyl)-2,3-dimethoxy-5-methyl-1,4-benzoquinone). Yield: 54.9%. RXN SMILES: [OH:1][CH2:2][CH2:3][CH2:4][CH2:5][CH2:6][CH2:7][CH2:8][CH2:9][CH2:10][CH2:11][CH2:12][CH2:13][CH2:14][CH2:15][CH2:16][CH2:17][CH2:18][CH2:19][CH2:20][CH2:21][C:22]1[C:27]([OH:28])=[C:26]([O:29][CH3:30])[C:25]([O:31][CH3:32])=[CH:24][C:23]=1[CH3:33].N(S([O-])(=O)=O)(S([O-])(=O)=[O:37])[O].[K+].[K+].O.P(O)(O)([O-])=O.[K+]>CN(C)C=O.CO>[OH:1][CH2:2][CH2:3][CH2:4][CH2:5][CH2:6][CH2:7][CH2:8][CH2:9][CH2:10][CH2:11][CH2:12][CH2:13][CH2:14][CH2:15][CH2:16][CH2:17][CH2:18][CH2:19][CH2:20][CH2:21][C:22]1[C:27](=[O:28])[C:26]([O:29][CH3:30])=[C:25]([O:31][CH3:32])[C:24](=[O:37])[C:23]=1[CH3:33] |f:1.2.3,5.6,^1:42|. Procedure: To a solution of 6-(20-hydroxyeicosyl)-2,3-dimethoxy-5-methylphenol (2.3 g) in dimethylformamide (1.5 l) are added potassium nitrosodisulfonate (30 g), water (1.5 l), methanol (300 ml) and monopotassium phosphate (1.3 g) and the mixture is stirred at room temperature for 45 days. The reaction mixture is extracted with dichloromethane and recrystallized from ether. The above procedure gives 6-(20-hydroxyeicosyl)-2,3-dimethoxy-5-methyl-1,4-benzoquinone (1.3 g) as yellow needles. Melting point: 85°... Starting materials: CCOC(C)=O, CC(C)Oc1ccc2c(n1)OCCN(C(=O)OC(C)(C)C)C2, Cl. Product: CC(C)Oc1ccc2c(n1)OCCNC2, Cl. RXN SMILES: [C:23]([O:24][CH2:25][CH3:26])(=[O:27])[CH3:28].[CH:1]([CH3:2])([CH3:3])[O:4][c:5]1[cH:6][cH:7][c:8]2[c:14]([n:15]1)[O:13][CH2:12][CH2:11][N:10]([C:16]([O:17][C:18]([CH3:19])([CH3:20])[CH3:21])=[O:22])[CH2:9]2.[ClH:29]>>[CH:1]([CH3:2])([CH3:3])[O:4][c:5]1[cH:6][cH:7][c:8]2[c:14]([n:15]1)[O:13][CH2:12][CH2:11][NH:10][CH2:9]2.[ClH:29]. Starting materials: CC(C)Br, Nc1cccc2c1CCC2, N. Product: CC(C)Nc1cccc2c1CCC2. As a reaction SMILES: [CH:12]([CH3:13])([CH3:14])[Br:15].[NH2:1][c:2]1[c:3]2[c:7]([cH:8][cH:9][cH:10]1)[CH2:6][CH2:5][CH2:4]2.[NH3:11]>>[NH:1]([c:2]1[c:3]2[c:7]([cH:8][cH:9][cH:10]1)[CH2:6][CH2:5][CH2:4]2)[CH:12]([CH3:13])[CH3:14]. Reactants: FC(F)(F)c1ccc(CBr)c(Br)c1, CC1(C)NC(=O)N(c2ccc(C#N)c(C(F)(F)F)c2)C1=O. Reaction SMILES: [Br:22][c:23]1[c:24]([CH2:25][Br:26])[cH:27][cH:28][c:29]([C:31]([F:32])([F:33])[F:34])[cH:30]1.[CH3:1][C:2]1([CH3:21])[NH:3][C:4](=[O:20])[N:5]([c:8]2[cH:9][c:10]([C:16]([F:17])([F:18])[F:19])[c:11]([C:12]#[N:13])[cH:14][cH:15]2)[C:6]1=[O:7]>>[CH3:1][C:2]1([CH3:21])[N:3]([CH2:25][c:24]2[c:23]([Br:22])[cH:30][c:29]([C:31]([F:32])([F:33])[F:34])[cH:28][cH:27]2)[C:4](=[O:20])[N:5]([c:8]2[cH:9][c:10]([C:16]([F:17])([F:18])[F:19])[c:11]([C:12]#[N:13])[cH:14][cH:15]2)[C:6]1=[O:7]. The product is CC1(C)C(=O)N(c2ccc(C#N)c(C(F)(F)F)c2)C(=O)N1Cc1ccc(C(F)(F)F)cc1Br.